This data is from the Open Reaction Database (ORD), a public repository of structured organic reaction records. The task is: describe an organic reaction: reactants, conditions, products, and yield The reactants are Cl.CC(C1=CC=C(C=C1)CCCCCCCCCCCCC)N (α-methyl-p-tridecylbenzylamine hydrochloride), Cl.CC(C1=CC=C(C=C1)CCC1=CC=CC=C1)N (α-methyl-p-phenethylbenzylamine hydrochloride). Product: Cl.CC(C1=CC=C(C=C1)CCCCCCCCCCCCC)N=C1NCCCCC1 (2-(α-methyl-p-tridecylbenzylimino)hexahydroazepine hydrochloride). Reaction SMILES: [ClH:1].[CH3:2][CH:3]([NH2:23])[C:4]1[CH:9]=[CH:8][C:7]([CH2:10][CH2:11][CH2:12][CH2:13][CH2:14][CH2:15][CH2:16][CH2:17][CH2:18][CH2:19][CH2:20][CH2:21][CH3:22])=[CH:6][CH:5]=1.Cl.C[CH:26]([NH2:41])[C:27]1C=[CH:31][C:30](CCC2C=CC=CC=2)=[CH:29][CH:28]=1>>[ClH:1].[CH3:2][CH:3]([N:23]=[C:26]1[CH2:27][CH2:28][CH2:29][CH2:30][CH2:31][NH:41]1)[C:4]1[CH:9]=[CH:8][C:7]([CH2:10][CH2:11][CH2:12][CH2:13][CH2:14][CH2:15][CH2:16][CH2:17][CH2:18][CH2:19][CH2:20][CH2:21][CH3:22])=[CH:6][CH:5]=1 |f:0.1,2.3,4.5|. Reported procedure: Following essentially the same procedure described in Example 7 but substituting α-methyl-p-tridecylbenzylamine hydrochloride for the α-methyl-p-phenethylbenzylamine hydrochloride above, results in the formation of 2-(α-methyl-p-tridecylbenzylimino)hexahydroazepine hydrochloride having a M.P. 183°-5° C. The reactants are O=C(NS(=O)(=O)c1ccc(Cl)cc1)N1CC(c2ccccc2)C(c2ccc(Cl)cc2)=N1, ClP(Cl)(Cl)(Cl)Cl, Clc1ccccc1, NN1CCCCC1. Product: O=S(=O)(N=C(NN1CCCCC1)N1CC(c2ccccc2)C(c2ccc(Cl)cc2)=N1)c1ccc(Cl)cc1. RXN SMILES: [Cl:1][c:2]1[cH:3][cH:4][c:5]([C:8]2=[N:9][N:10]([C:19](=[O:20])[NH:21][S:22](=[O:23])(=[O:24])[c:25]3[cH:26][cH:27][c:28]([Cl:31])[cH:29][cH:30]3)[CH2:11][CH:12]2[c:13]2[cH:14][cH:15][cH:16][cH:17][cH:18]2)[cH:6][cH:7]1.[Cl:32][P:33]([Cl:34])([Cl:35])([Cl:36])[Cl:37].[Cl:45][c:46]1[cH:47][cH:48][cH:49][cH:50][cH:51]1.[NH2:38][N:39]1[CH2:40][CH2:41][CH2:42][CH2:43][CH2:44]1>>[Cl:1][c:2]1[cH:3][cH:4][c:5]([C:8]2=[N:9][N:10]([C:19](=[N:21][S:22](=[O:23])(=[O:24])[c:25]3[cH:26][cH:27][c:28]([Cl:31])[cH:29][cH:30]3)[NH:38][N:39]3[CH2:40][CH2:41][CH2:42][CH2:43][CH2:44]3)[CH2:11][CH:12]2[c:13]2[cH:14][cH:15][cH:16][cH:17][cH:18]2)[cH:6][cH:7]1. Reactants: C1CCNC1, CCCP(=O)(O)O, CCN(C(C)C)C(C)C, Cn1ncc(C(=O)O)c1C(=O)Nc1cc2nc(-c3ccccc3)nn2cc1F, C1CCOC1. The product is Cn1ncc(C(=O)N2CCCC2)c1C(=O)Nc1cc2nc(-c3ccccc3)nn2cc1F. Reaction SMILES: [CH2:29]1[CH2:30][CH2:31][NH:32][CH2:33]1.[CH2:34]([P:35]([OH:36])([OH:37])=[O:38])[CH2:39][CH3:40].[CH:41]([N:42]([CH:43]([CH3:44])[CH3:45])[CH2:46][CH3:47])([CH3:48])[CH3:49].[F:1][c:2]1[c:3]([NH:17][C:18](=[O:19])[c:20]2[c:21]([C:26](=[O:27])[OH:28])[cH:22][n:23][n:24]2[CH3:25])[cH:4][c:5]2[n:6]([cH:7]1)[n:8][c:9](-[c:11]1[cH:12][cH:13][cH:14][cH:15][cH:16]1)[n:10]2.[O:50]1[CH2:51][CH2:52][CH2:53][CH2:54]1>>[F:1][c:2]1[c:3]([NH:17][C:18](=[O:19])[c:20]2[c:21]([C:26](=[O:28])[N:32]3[CH2:31][CH2:30][CH2:29][CH2:33]3)[cH:22][n:23][n:24]2[CH3:25])[cH:4][c:5]2[n:6]([cH:7]1)[n:8][c:9](-[c:11]1[cH:12][cH:13][cH:14][cH:15][cH:16]1)[n:10]2. Starting materials: CC(C)(C(O)c1ccc2c(c1)OCO2)[N+](=O)[O-], O=S(Cl)Cl, c1ccccc1. Yields the product CC(C)(C(Cl)c1ccc2c(c1)OCO2)[N+](=O)[O-]. As a reaction SMILES: [CH3:1][C:2]([CH:3]([c:4]1[cH:5][c:6]2[c:7]([cH:8][cH:9]1)[O:10][CH2:11][O:12]2)[OH:13])([CH3:14])[N+:15](=[O:16])[O-:17].[S:18]([Cl:19])([Cl:20])=[O:21].[cH:22]1[cH:23][cH:24][cH:25][cH:26][cH:27]1>>[CH3:1][C:2]([CH:3]([c:4]1[cH:5][c:6]2[c:7]([cH:8][cH:9]1)[O:10][CH2:11][O:12]2)[Cl:20])([CH3:14])[N+:15](=[O:16])[O-:17]. Reactants: CI, COC(=O)Cc1c[nH]c2ccccc12, [H-], [Na+], CN(C)C=O. Yields the product COC(=O)Cc1cn(C)c2ccccc12. As a reaction SMILES: [CH3:17][I:18].[CH3:3][O:4][C:5]([CH2:6][c:7]1[cH:8][nH:9][c:10]2[cH:11][cH:12][cH:13][cH:14][c:15]12)=[O:16].[H-:1].[Na+:2].[O:19]=[CH:20][N:21]([CH3:22])[CH3:23]>>[CH3:3][O:4][C:5]([CH2:6][c:7]1[cH:8][n:9]([CH3:17])[c:10]2[cH:11][cH:12][cH:13][cH:14][c:15]12)=[O:16]. Reactants: BrBr, O=[N+]([O-])c1ccc(O)nc1, O. Product: O=[N+]([O-])c1cnc(O)c(Br)c1. As a reaction SMILES: [Br:11][Br:12].[N+:1](=[O:2])([O-:3])[c:4]1[cH:5][cH:6][c:7]([OH:10])[n:8][cH:9]1.[OH2:13]>>[N+:1](=[O:2])([O-:3])[c:4]1[cH:5][c:6]([Br:11])[c:7]([OH:10])[n:8][cH:9]1. The reactants are C(C)(C)(C)OC(NCC(=O)N1CCOCC1)=O ((2-morpholin-4-yl-2-oxo-ethyl)-carbamic acid tert-butyl ester), solution, Cl (HCl). The solvent is O1CCOCC1 (1,4-dioxane), O1CCOCC1 (1,4-dioxane). Product: Cl.NCC(=O)N1CCOCC1 (2-amino-1-morpholin-4-yl-ethanone hydrochloride). Isolated yield 76.0%. RXN SMILES: C(OC(=O)[NH:7][CH2:8][C:9]([N:11]1[CH2:16][CH2:15][O:14][CH2:13][CH2:12]1)=[O:10])(C)(C)C.[ClH:18]>O1CCOCC1>[ClH:18].[NH2:7][CH2:8][C:9]([N:11]1[CH2:16][CH2:15][O:14][CH2:13][CH2:12]1)=[O:10] |f:3.4|. Reported procedure: To a stirred solution of the above (2-morpholin-4-yl-2-oxo-ethyl)-carbamic acid tert-butyl ester (0.44 g, 1.8 mmol) in 1,4-dioxane (4.0 mL), HCl (4.0 mL of a 4 M solution in 1,4-dioxane) was added at room temperature. After one h, the precipitated product was collected via filtration and washed with EtOAc. The solid was dried under high vacuum to give 0.23 g (76%) of 2-amino-1-morpholin-4-yl-ethanone hydrochloride which was used without further purification. The reactants are CC1(OCC2=C(O1)C=CC(=C2)[C@H](CNCCCCCCOCCCCC=2C=C(C=CC2)S(=O)(=O)N(CC(=O)N)COCC[Si](C)(C)C)O)C (N2-[(3-{4-[(6-{[(2R)-2-(2,2-dimethyl-4H-1,3-benzodioxin-6-yl)-2-hydroxyethyl]amino}hexyl)oxy]butyl}phenyl)sulfonyl]-N2-{[2-(trimethylsilyl)ethoxy]methyl}glycinamide), O (water). Run in C(C)(=O)O (acetic acid), CO (methanol), ClCCl (dichloromethane), C(C)(=O)O (acetic acid). Product: C(C)(=O)O.O[C@@H](CNCCCCCCOCCCCC=1C=C(C=CC1)S(=O)(=O)NCC(=O)N)C1=CC(=C(C=C1)O)CO (N2-{[3-(4-{[6-({(2R)-2-Hydroxy-2-[4-hydroxy-3-(hydroxymethyl)phenyl]ethyl}amino)hexyl]oxy}butyl)phenyl]sulfonyl}glycinamide acetate). The yield is 49.3%. As a reaction SMILES: [CH3:1][C:2]1(C)[O:7][C:6]2[CH:8]=[CH:9][C:10]([C@@H:12]([OH:48])[CH2:13][NH:14][CH2:15][CH2:16][CH2:17][CH2:18][CH2:19][CH2:20][O:21][CH2:22][CH2:23][CH2:24][CH2:25][C:26]3[CH:27]=[C:28]([S:32]([N:35](COCC[Si](C)(C)C)[CH2:36][C:37]([NH2:39])=[O:38])(=[O:34])=[O:33])[CH:29]=[CH:30][CH:31]=3)=[CH:11][C:5]=2[CH2:4][O:3]1.O>C(O)(=O)C.CO.ClCCl>[C:2]([OH:7])(=[O:3])[CH3:1].[OH:48][C@H:12]([C:10]1[CH:9]=[CH:8][C:6]([OH:7])=[C:5]([CH2:4][OH:3])[CH:11]=1)[CH2:13][NH:14][CH2:15][CH2:16][CH2:17][CH2:18][CH2:19][CH2:20][O:21][CH2:22][CH2:23][CH2:24][CH2:25][C:26]1[CH:27]=[C:28]([S:32]([NH:35][CH2:36][C:37]([NH2:39])=[O:38])(=[O:33])=[O:34])[CH:29]=[CH:30][CH:31]=1 |f:5.6|. Procedure: N2-[(3-{4-[(6-{[(2R)-2-(2,2-dimethyl-4H-1,3-benzodioxin-6-yl)-2-hydroxyethyl]amino}hexyl)oxy]butyl}phenyl)sulfonyl]-N2-{[2-(trimethylsilyl)ethoxy]methyl}glycinamide (0.091 g) was stirred under a reflux condenser at 80° in acetic acid (2 ml) and water (1 ml) for 3.5 h. The solution was evaporated to dryness and re-evaporated twice with methanol to give a gum. The residue was dissolved in methanol and loaded onto two 20×20 cm preparative silica gel coated plates (1 mm layer). The plates were run i...